Dataset: the Open Reaction Database (ORD), a public repository of structured organic reaction records. Task: describe an organic reaction: reactants, conditions, products, and yield Starting materials: CCCCCCCCO, C=COC(C)=O, Cc1ccccc1, C=COCCCCCCCC. The product is CCCCCCCCOC(C)=O. RXN SMILES: [CH2:1]([CH2:2][CH2:3][CH2:4][CH2:5][CH2:6][CH2:7][CH3:8])[OH:9].[CH3:10][C:11](=[O:12])[O:13][CH:14]=[CH2:15].[CH3:27][c:28]1[cH:29][cH:30][cH:31][cH:32][cH:33]1.[CH:16]([O:17][CH2:18][CH2:19][CH2:20][CH2:21][CH2:22][CH2:23][CH2:24][CH3:25])=[CH2:26]>>[CH2:1]([CH2:2][CH2:3][CH2:4][CH2:5][CH2:6][CH2:7][CH3:8])[O:9][C:11]([CH3:10])=[O:12]. The reactants are C(C)(C)(C)OC(=O)N1CCN(CC1)C1=NC(=C(C=C1F)F)F (4-(3,5,6-trifluoro-pyridin-2-yl)-piperazine-1-carboxylic acid tert-butyl ester), C1(C=2C(C(N1)=O)=CC=CC2)=O.[K] (potassium phthalimide). The solvent is CN(C)C=O (DMF), O (water). Run at temperature 140 celsius, time 16 hour. Product: NC1=C(C=C(C(=N1)N1CCN(CC1)C(=O)OC(C)(C)C)F)F (tert-Butyl 4-(6-amino-3,5-difluoropyridin-2-yl)piperazine-1-carboxylate). As a reaction SMILES: [C:1]([O:5][C:6]([N:8]1[CH2:13][CH2:12][N:11]([C:14]2[C:19]([F:20])=[CH:18][C:17]([F:21])=[C:16](F)[N:15]=2)[CH2:10][CH2:9]1)=[O:7])([CH3:4])([CH3:3])[CH3:2].C1(=O)[NH:27]C(=O)C2=CC=CC=C12.[K]>CN(C=O)C.O>[NH2:27][C:16]1[N:15]=[C:14]([N:11]2[CH2:12][CH2:13][N:8]([C:6]([O:5][C:1]([CH3:4])([CH3:3])[CH3:2])=[O:7])[CH2:9][CH2:10]2)[C:19]([F:20])=[CH:18][C:17]=1[F:21] |f:1.2,^1:33|. Procedure details: A mixture of 4-(3,5,6-trifluoro-pyridin-2-yl)-piperazine-1-carboxylic acid tert-butyl ester (1.59 g, 5 mmol, Example 39a), potassium phthalimide (0.93 g, 5 mmol, Aldrich) in DMF (20 mL) was heated at 140° C. with stirring for 16 h. The reaction mixture was cooled to room temperature, diluted with water (60 mL) and extracted with EtOAc (2×70 mL). The combined organic extracts were dried over Na2SO4, and filtered. The filtrate was evaporated and the residue was purified by silica gel column chroma...